The task is: describe an organic reaction: reactants, conditions, products, and yield. This data is from the Open Reaction Database (ORD), a public repository of structured organic reaction records. The reactants are [N+](=O)([O-])C=1C=C(C(=O)NCCSCC=2OC(=CC2)CN(C)C)C=CC1 (3-nitro-N-[2-(5-dimethylaminomethylfuran-2-ylmethylthio)ethyl]benzamide). The reagents and catalysts are [Fe] (iron). The product is NC=1C=C(C(=O)NCCSCC=2OC(=CC2)CN(C)C)C=CC1 (3-amino-N-[2-(5-dimethylaminomethylfuran-2-ylmethylthio)ethyl]benzamide). Yield: 75.5%. RXN SMILES: [N+:1]([C:4]1[CH:5]=[C:6]([CH:23]=[CH:24][CH:25]=1)[C:7]([NH:9][CH2:10][CH2:11][S:12][CH2:13][C:14]1[O:15][C:16]([CH2:19][N:20]([CH3:22])[CH3:21])=[CH:17][CH:18]=1)=[O:8])([O-])=O>[Fe]>[NH2:1][C:4]1[CH:5]=[C:6]([CH:23]=[CH:24][CH:25]=1)[C:7]([NH:9][CH2:10][CH2:11][S:12][CH2:13][C:14]1[O:15][C:16]([CH2:19][N:20]([CH3:21])[CH3:22])=[CH:17][CH:18]=1)=[O:8]. Procedure details: To a suspension of 13 g of 3-nitro-N-[2-(5-dimethylaminomethylfuran-2-ylmethylthio)ethyl]benzamide and 8 g of metallic iron, previously washed with 2N hydrochloric acid, in a mixture of 50 ml of water and 50 ml of methanol, concentrated hydrochloric acid is added dropwise and under stirring until pH 5, then the mixture is heated two hours with reflux. After cooling, the precipitate is filtered and thoroughly washed with methanol. The solution so obtained is evaporated under reduced pressure to e...